This data is from the Open Reaction Database (ORD), a public repository of structured organic reaction records. The task is: describe an organic reaction: reactants, conditions, products, and yield The reactants are C(C)OC(C)=O.Cl (hydrochloric acid ethyl acetate), COC=1C=C(C=CC1OC)CCNC (2-(3,4-dimethoxyphenyl)ethylmethyl-amine), C([O-])([O-])=O.[K+].[K+] (potassium carbonate), ClCC1=CC=C(C=C1)NC(\C=C\C1=CC(=CC=C1)C1=CC=C(C=C1)C)=O ((E)-N-[4-(chloromethyl)-phenyl]-3-(4-methylphenyl)cinnamamide). Run in O (water), CN(C)C=O (DMF), C(C)(=O)OCC (ethyl acetate). Conditions: time 12 hour. The product is Cl.COC=1C=C(C=CC1OC)CCN(C)CC1=CC=C(C=C1)NC(\C=C\C1=CC(=CC=C1)C1=CC=C(C=C1)C)=O ((E)-N-[4-[N-[2-(3,4-dimethoxyphenyl)ethyl]-N-methyl-aminomethyl]phenyl]-3-(4-methylphenyl)cinnamamide hydrochloride). Reaction SMILES: [Cl:1][CH2:2][C:3]1[CH:8]=[CH:7][C:6]([NH:9][C:10](=[O:26])/[CH:11]=[CH:12]/[C:13]2[CH:18]=[CH:17][CH:16]=[C:15]([C:19]3[CH:24]=[CH:23][C:22]([CH3:25])=[CH:21][CH:20]=3)[CH:14]=2)=[CH:5][CH:4]=1.[CH3:27][O:28][C:29]1[CH:30]=[C:31]([CH2:37][CH2:38][NH:39][CH3:40])[CH:32]=[CH:33][C:34]=1[O:35][CH3:36].C(=O)([O-])[O-].[K+].[K+].C(OC(=O)C)C.Cl>CN(C=O)C.C(OCC)(=O)C.O>[ClH:1].[CH3:27][O:28][C:29]1[CH:30]=[C:31]([CH2:37][CH2:38][N:39]([CH2:2][C:3]2[CH:8]=[CH:7][C:6]([NH:9][C:10](=[O:26])/[CH:11]=[CH:12]/[C:13]3[CH:18]=[CH:17][CH:16]=[C:15]([C:19]4[CH:24]=[CH:23][C:22]([CH3:25])=[CH:21][CH:20]=4)[CH:14]=3)=[CH:5][CH:4]=2)[CH3:40])[CH:32]=[CH:33][C:34]=1[O:35][CH3:36] |f:2.3.4,5.6,10.11|. Reported procedure: In DMF (3ml) was dissolved (E)-N-[4-(chloromethyl)-phenyl]-3-(4-methylphenyl)cinnamamide (200mg), and to the solution were added 2-(3,4-dimethoxyphenyl)ethylmethyl-amine (132 μl) and potassium carbonate (382mg). The mixture was stirred at room temperature for 12 hours, and to the mixture was added water (50ml). The mixture was extracted with ethyl acetate. The organic layer was washed with saturated sodium chloride solution, dried with anhydrous sodium sulfate, and concentrated under reduced pre... Starting materials: C1(CC1)C(C1=CC=CC=C1)N(C(=S)N)CCC (N-(α-cyclopropylbenzyl)-N-propylthiourea), C1(CC1)C(C1=CC=CC=C1)N(C(=S)N)CCC (N-(α-cyclopropylbenzyl)-N-propylthiourea), BrC(C(=O)C1=C(C=C(C=C1)I)Cl)C (2-bromo-1-(2-chloro-4-iodophenyl)-1-propanone), BrC(C(=O)C1=C(C=C(C=C1)I)Cl)C (2-bromo-1-(2-chloro-4-iodophenyl)-1-propanone). The product is ClC1=C(C=CC(=C1)I)C=1N=C(SC1C)N(CCC)C(C1=CC=CC=C1)C1CC1 (4-(2-chloro-4-iodophenyl)-5-methyl-2-[N-(α-cyclopropylbenzyl)-N-propylamino]thiazole). Reaction SMILES: [CH:1]1([CH:4]([N:11]([CH2:15][CH2:16][CH3:17])[C:12]([NH2:14])=[S:13])[C:5]2[CH:10]=[CH:9][CH:8]=[CH:7][CH:6]=2)[CH2:3][CH2:2]1.Br[CH:19]([CH3:30])[C:20]([C:22]1[CH:27]=[CH:26][C:25]([I:28])=[CH:24][C:23]=1[Cl:29])=O>>[Cl:29][C:23]1[CH:24]=[C:25]([I:28])[CH:26]=[CH:27][C:22]=1[C:20]1[N:14]=[C:12]([N:11]([CH:4]([CH:1]2[CH2:2][CH2:3]2)[C:5]2[CH:6]=[CH:7][CH:8]=[CH:9][CH:10]=2)[CH2:15][CH2:16][CH3:17])[S:13][C:19]=1[CH3:30]. Procedure details: This compound was prepared from N-(α-cyclopropylbenzyl)-N-propylthiourea (Compound 75) and 2-bromo-1-(2-chloro-4-iodophenyl)-1-propanone (Compound 18) according to the process described in Example 1.